This data is from the Open Reaction Database (ORD), a public repository of structured organic reaction records. The task is: describe an organic reaction: reactants, conditions, products, and yield The reactants are N1=C2C(=CC=C1)C=CC1=C(C2=O)C=CC=C1 (benzo[5,6]cyclohepta[1,2-b]pyridin-11-one), ClC1=CC(=CC=C1)C(=O)OO (m-chloroperbenzoic acid), ClC1=CC(=CC=C1)C(=O)OO (m-chloroperbenzoic acid), ClC1=CC(=CC=C1)C(=O)OO (m-chloroperbenzoic acid). The solvent is C(Cl)(Cl)Cl (chloroform). Conditions: time 24 hour. The product is [N+]1(=C2C(=CC=C1)C=CC1=C(C2=O)C=CC=C1)[O-] (benzo[5,6]cyclohepta[1,2-b]pyridin-11-one N-oxide). Isolated yield 67.2%. As a reaction SMILES: [N:1]1[CH:6]=[CH:5][CH:4]=[C:3]2[CH:7]=[CH:8][C:9]3[CH:16]=[CH:15][CH:14]=[CH:13][C:10]=3[C:11](=[O:12])[C:2]=12.ClC1C=CC=C(C(OO)=[O:25])C=1>C(Cl)(Cl)Cl>[N+:1]1([O-:25])[CH:6]=[CH:5][CH:4]=[C:3]2[CH:7]=[CH:8][C:9]3[CH:16]=[CH:15][CH:14]=[CH:13][C:10]=3[C:11](=[O:12])[C:2]=12. Reported procedure: To a solution of 1.04 grams (0.005 mole) of benzo[5,6]cyclohepta[1,2-b]pyridin-11-one in 20 milliliters of chloroform was added 1.19 grams (0.0055 mole) of m-chloroperbenzoic acid and the resulting solution stirred at room temperature for 24 hours. At this time an additional 0.6 gram of m-chloroperbenzoic acid was added and the mixture stirred for 5 hours; thereafter, another 0.3 gram of m-chloroperbenzoic acid was added and the mixture stirred overnight. The resulting reaction mixture was then ... Starting materials: O=[N+]([O-])c1cccc(CCBr)c1, O=C([O-])[O-], COc1cc2c(cc1OC)CNCC2, Cl, [K+], [K+], CN(C)C=O. The product is COc1cc2c(cc1OC)CN(CCc1cccc([N+](=O)[O-])c1)CC2. Reaction SMILES: [Br:1][CH2:2][CH2:3][c:4]1[cH:5][c:6]([N+:10](=[O:11])[O-:12])[cH:7][cH:8][cH:9]1.[C:28](=[O:29])([O-:30])[O-:31].[CH3:14][O:15][c:16]1[cH:17][c:18]2[c:23]([cH:24][c:25]1[O:26][CH3:27])[CH2:22][NH:21][CH2:20][CH2:19]2.[ClH:13].[K+:32].[K+:33].[O:34]=[CH:35][N:36]([CH3:37])[CH3:38]>>[CH2:2]([CH2:3][c:4]1[cH:5][c:6]([N+:10](=[O:11])[O-:12])[cH:7][cH:8][cH:9]1)[N:21]1[CH2:20][CH2:19][c:18]2[cH:17][c:16]([O:15][CH3:14])[c:25]([O:26][CH3:27])[cH:24][c:23]2[CH2:22]1. Reactants: O=C([O-])[O-], Cc1ccnc2c1[nH]c(=O)n2-c1ccc(OCc2ccccc2)cc1, CC(C)I, [K+], [K+], CN(C)C=O, O. Yields the product Cc1ccnc2c1n(C(C)C)c(=O)n2-c1ccc(OCc2ccccc2)cc1. RXN SMILES: [C:30](=[O:31])([O-:32])[O-:33].[CH2:1]([c:2]1[cH:3][cH:4][cH:5][cH:6][cH:7]1)[O:8][c:9]1[cH:10][cH:11][c:12](-[n:15]2[c:16](=[O:25])[nH:17][c:18]3[c:19]2[n:20][cH:21][cH:22][c:23]3[CH3:24])[cH:13][cH:14]1.[I:26][CH:27]([CH3:28])[CH3:29].[K+:34].[K+:35].[O:37]=[CH:38][N:39]([CH3:40])[CH3:41].[OH2:36]>>[CH2:1]([c:2]1[cH:3][cH:4][cH:5][cH:6][cH:7]1)[O:8][c:9]1[cH:10][cH:11][c:12](-[n:15]2[c:16](=[O:25])[n:17]([CH:27]([CH3:28])[CH3:29])[c:18]3[c:19]2[n:20][cH:21][cH:22][c:23]3[CH3:24])[cH:13][cH:14]1. The reactants are NC1=NC=C(C=C1)F (2-amino-5-fluoropyridine), BrC(C(C(=O)OCC)=O)C (ethyl 3-bromo-2-oxobutanoate). The solvent is COCCOC (DME). The product is [Br-].NC1=[N+](C=C(C=C1)F)C(C)C(C(=O)OCC)=O (2-Amino-1-(4-ethoxy-3,4-dioxobutan-2-yl)-5-fluoropyridin-1-ium bromide). Isolated yield 61.5%. As a reaction SMILES: [NH2:1][C:2]1[CH:7]=[CH:6][C:5]([F:8])=[CH:4][N:3]=1.[Br:9][CH:10]([CH3:18])[C:11](=[O:17])[C:12]([O:14][CH2:15][CH3:16])=[O:13]>COCCOC>[Br-:9].[NH2:1][C:2]1[CH:7]=[CH:6][C:5]([F:8])=[CH:4][N+:3]=1[CH:10]([C:11](=[O:17])[C:12]([O:14][CH2:15][CH3:16])=[O:13])[CH3:18] |f:3.4|. Procedure details: A solution 2-amino-5-fluoropyridine (5-A, 3.04 g, 27.1 mmol) and ethyl 3-bromo-2-oxobutanoate (5-B, 5.67 g, 27.1 mmol) in DME (15 mL) was stirred at rt for 1 day. The resultant solid precipitate was collected by filtration, and washed with Et2O, to afford compound 5-C as an off-white solid (5.35 g, 82%), which was used without purification in the subsequent step. RXN SMILES: [CH3:1][O:2][C:3](=[O:16])[CH:4](P(OC)(OC)=O)[NH:5][C:6]([O:8][CH3:9])=[O:7].CC(C)=O.C(=O)=O.[O:24]1[CH2:29][CH2:28][CH:27]([CH:30]=O)[CH2:26][CH2:25]1>C1COCC1.CCOC(C)=O>[CH3:1][O:2][C:3](=[O:16])[C:4]([NH:5][C:6]([O:8][CH3:9])=[O:7])=[CH:30][CH:27]1[CH2:28][CH2:29][O:24][CH2:25][CH2:26]1 |f:1.2|. Reported procedure: To a solution of (Dimethoxy-phosphoryl)-methoxycarbonylamino-acetic acid methyl ester (0.34 g, 1.35 mmol) in THF (5.4 mL) at −78° C. (external, Acetone/CO2 bath) was added 1,1,3,3-tetramethguanidine (0.17 mL, 1.35 mmol). The solution was stirred for 15 min before Tetrahydro-pyran-4-carbaldehyde (0.15 g, 1.35 mmol) was added. The reaction was stirred at −78° C. for 2 h and then allowed to warm to room temperature. The reaction was diluted with EtOAc and washed with HCl (1N) and brine. The aqueous... Run in C1CCOC1 (THF), CCOC(=O)C (EtOAc). Yield: 45.7%. Yields the product COC(C(=CC1CCOCC1)NC(=O)OC)=O (2-Methoxycarbonylamino-3-(tetrahydro-pyran-4-yl)-acrylic acid methyl ester). Reaction conditions: temperature -78 celsius, time 2 hour. Starting materials: COC(C(NC(=O)OC)P(=O)(OC)OC)=O ((Dimethoxy-phosphoryl)-methoxycarbonylamino-acetic acid methyl ester), CC(=O)C.C(=O)=O (Acetone CO2), 1,1,3,3-tetramethguanidine, O1CCC(CC1)C=O (Tetrahydro-pyran-4-carbaldehyde). Reagents/catalysts: CC1=C([P](C2=C(C)C=CC=C2)([Pd]([P](C3=C(C)C=CC=C3)(C4=C(C)C=CC=C4)C(C=CC=C5)=C5C)(Cl)Cl)C6=C(C)C=CC=C6)C=CC=C1 (dichlorobis(tri-o-tolylphosphine)palladium(II)). Yields the product O1C(=CC=C2C1=CC=C2)N(C(=O)C(CC2=CC=C(S2)C(=O)NCCS(=O)(=O)O)C2=CC=C(C=C2)C(C)(C)C)C2=CC=CC=C2 (2-({5-[2-(4-Benzofuran-2-yl-phenylcarbamoyl)-2-(4-tert-butyl-phenyl)-ethyl]-thiophene-2-carbonyl}-amino)-ethanesulfonic acid). Solvent: O (water), COCCOC (1,2-dimethoxyethane), C(C)O (ethanol), O (water). Run at temperature 125 celsius. Yield: 11.9%. As a reaction SMILES: [C:1]([C:5]1[CH:10]=[CH:9][C:8]([CH:11]([C:27](=[O:36])[NH:28][C:29]2[CH:34]=[CH:33][C:32](I)=[CH:31][CH:30]=2)[CH2:12][C:13]2[S:17][C:16]([C:18]([NH:20][CH2:21][CH2:22][S:23]([OH:26])(=[O:25])=[O:24])=[O:19])=[CH:15][CH:14]=2)=[CH:7][CH:6]=1)([CH3:4])([CH3:3])[CH3:2].[O:37]1[C:41]2[CH:42]=[CH:43][CH:44]=[CH:45][C:40]=2[CH:39]=[C:38]1B(O)O.C(=O)([O-])[O-].[Na+].[Na+].C(#N)C>COCCOC.C(O)C.O.CC1C=CC=CC=1[P](C1C=CC=CC=1C)([Pd](Cl)(Cl)[P](C1=C(C)C=CC=C1)(C1C=CC=CC=1C)C1C=CC=CC=1C)C1C=CC=CC=1C>[O:37]1[C:38]2=[CH:39][CH:40]=[CH:45][C:44]2=[CH:43][CH:42]=[C:41]1[N:28]([C:29]1[CH:30]=[CH:31][CH:32]=[CH:33][CH:34]=1)[C:27]([CH:11]([C:8]1[CH:9]=[CH:10][C:5]([C:1]([CH3:2])([CH3:4])[CH3:3])=[CH:6][CH:7]=1)[CH2:12][C:13]1[S:17][C:16]([C:18]([NH:20][CH2:21][CH2:22][S:23]([OH:26])(=[O:25])=[O:24])=[O:19])=[CH:15][CH:14]=1)=[O:36] |f:2.3.4,^1:74,85|. Procedure: To 2-({5-[2-(4-tert-Butyl-phenyl)-2-(4-iodo-phenylcarbamoyl)-ethyl]-thiophene-2-carbonyl}-amino)-ethanesulfonic acid (100 mg, 0.16 mmol) in 2 ml 1,2-dimethoxyethane, 1 ml ethanol, and 0.5 ml water was added benzofuran-2-boronic acid (76 mg, 0.47 mmol), sodium carbonate (83 mg, 0.78 mmol), and dichlorobis(tri-o-tolylphosphine)palladium(II) (12 mg, 0.016 mmol). The resulting mixture was heated to 125° C. in microwave for 6 minutes. Chromatography of the reaction mixture (20% to 80% acetonitrile in... Reactants: C(C)#N (acetonitrile), C(C)(C)(C)C1=CC=C(C=C1)C(CC1=CC=C(S1)C(=O)NCCS(=O)(=O)O)C(NC1=CC=C(C=C1)I)=O (2-({5-[2-(4-tert-Butyl-phenyl)-2-(4-iodo-phenylcarbamoyl)-ethyl]-thiophene-2-carbonyl}-amino)-ethanesulfonic acid), O1C(=CC2=C1C=CC=C2)B(O)O (benzofuran-2-boronic acid), C([O-])([O-])=O.[Na+].[Na+] (sodium carbonate).